From a dataset of the Open Reaction Database (ORD), a public repository of structured organic reaction records. describe an organic reaction: reactants, conditions, products, and yield Reactants: CCCCP(=CC#N)(CCCC)CCCC, CO, Cc1ccccc1, CCC(CNS(=O)(=O)C1(C)CC1)N1C(=O)C(C)(CC(=O)OC)CC(c2cccc(Cl)c2)C1c1ccc(Cl)cc1. The product is CCC(CN(C)S(=O)(=O)C1(C)CC1)N1C(=O)C(C)(CC(=O)OC)CC(c2cccc(Cl)c2)C1c1ccc(Cl)cc1. As a reaction SMILES: [CH2:40]([P:41]([CH2:42][CH2:43][CH2:44][CH3:45])([CH2:46][CH2:47][CH2:48][CH3:49])=[CH:50][C:51]#[N:52])[CH2:53][CH2:54][CH3:55].[CH3:56][OH:57].[CH3:58][c:59]1[cH:60][cH:61][cH:62][cH:63][cH:64]1.[Cl:1][c:2]1[cH:3][c:4]([CH:8]2[CH2:9][C:10]([CH3:34])([CH2:35][C:36](=[O:37])[O:38][CH3:39])[C:11](=[O:33])[N:12]([CH:21]([CH2:22][NH:23][S:24](=[O:25])(=[O:26])[C:27]3([CH3:30])[CH2:28][CH2:29]3)[CH2:31][CH3:32])[CH:13]2[c:14]2[cH:15][cH:16][c:17]([Cl:20])[cH:18][cH:19]2)[cH:5][cH:6][cH:7]1>>[Cl:1][c:2]1[cH:3][c:4]([CH:8]2[CH2:9][C:10]([CH3:34])([CH2:35][C:36](=[O:37])[O:38][CH3:39])[C:11](=[O:33])[N:12]([CH:21]([CH2:22][N:23]([S:24](=[O:25])(=[O:26])[C:27]3([CH3:30])[CH2:28][CH2:29]3)[CH3:40])[CH2:31][CH3:32])[CH:13]2[c:14]2[cH:15][cH:16][c:17]([Cl:20])[cH:18][cH:19]2)[cH:5][cH:6][cH:7]1.